This data is from the Open Reaction Database (ORD), a public repository of structured organic reaction records. The task is: describe an organic reaction: reactants, conditions, products, and yield The reactants are F[B-](F)(F)F, CC(C)(C)c1ccc(CNCCc2ccc(Cl)c(C(F)(F)F)c2)cc1, CCN(C(C)C)C(C)C, O=C(O)c1c(F)c(Cl)cc2cc[nH]c12, CN(C)C=O, O, CN(C)C(On1nnc2ccccc21)=[N+](C)C. Product: CC(C)(C)c1ccc(CN(CCc2ccc(Cl)c(C(F)(F)F)c2)C(=O)c2c(F)c(Cl)cc3cc[nH]c23)cc1. Reaction SMILES: [B-:15]([F:16])([F:17])([F:18])[F:19].[C:46]([CH3:47])([CH3:48])([CH3:49])[c:50]1[cH:51][cH:52][c:53]([CH2:54][NH:55][CH2:56][CH2:57][c:58]2[cH:59][c:60]([C:65]([F:66])([F:67])[F:68])[c:61]([Cl:64])[cH:62][cH:63]2)[cH:69][cH:70]1.[CH:37]([N:38]([CH2:39][CH3:40])[CH:41]([CH3:42])[CH3:43])([CH3:44])[CH3:45].[Cl:1][c:2]1[cH:3][c:4]2[cH:5][cH:6][nH:7][c:8]2[c:9]([C:12](=[O:13])[OH:14])[c:10]1[F:11].[O:71]=[CH:72][N:73]([CH3:74])[CH3:75].[OH2:76].[n:20]1([O:21][C:22]([N:23]([CH3:24])[CH3:25])=[N+:26]([CH3:27])[CH3:28])[c:29]2[cH:30][cH:31][cH:32][cH:33][c:34]2[n:35][n:36]1>>[Cl:1][c:2]1[cH:3][c:4]2[cH:5][cH:6][nH:7][c:8]2[c:9]([C:12](=[O:14])[N:55]([CH2:54][c:53]2[cH:52][cH:51][c:50]([C:46]([CH3:47])([CH3:48])[CH3:49])[cH:70][cH:69]2)[CH2:56][CH2:57][c:58]2[cH:59][c:60]([C:65]([F:66])([F:67])[F:68])[c:61]([Cl:64])[cH:62][cH:63]2)[c:10]1[F:11]. Starting materials: ClC=1C=C(C=CC1Cl)CN1CCC(CC1)CNC(NC(=O)OCC1C2=CC=CC=C2C=2C=CC=CC12)=S (N-{[({1-[(3,4-dichlorophenyl)methyl](4-piperidyl)}methyl)amino]thioxomethyl}(fluoren-9-ylmethoxy)carboxamide), N1CCCCC1 (piperidine), O (water). The solvent is CN(C)C=O (DMF). Conditions: time 8 hour. Product: NC(=S)NCC1CCN(CC1)CC1=CC(=C(C=C1)Cl)Cl (amino[({1-[(3,4-dichlorophenyl)methyl](4-piperidyl)}methyl)amino]methane-1-thione). Reaction SMILES: [Cl:1][C:2]1[CH:3]=[C:4]([CH2:9][N:10]2[CH2:15][CH2:14][CH:13]([CH2:16][NH:17][C:18](=[S:37])[NH:19]C(OCC3C4C=CC=CC=4C4C3=CC=CC=4)=O)[CH2:12][CH2:11]2)[CH:5]=[CH:6][C:7]=1[Cl:8].N1CCCCC1.O>CN(C=O)C>[NH2:19][C:18]([NH:17][CH2:16][CH:13]1[CH2:14][CH2:15][N:10]([CH2:9][C:4]2[CH:5]=[CH:6][C:7]([Cl:8])=[C:2]([Cl:1])[CH:3]=2)[CH2:11][CH2:12]1)=[S:37]. Procedure details: After dissolving N-{[({1-[(3,4-dichlorophenyl)methyl](4-piperidyl)}methyl)amino]thioxomethyl}(fluoren-9-ylmethoxy)carboxamide (553 mg, 1 mmol) in DMF (4 ml), piperidine (0.989 ml, 10 mmol) was added and the mixture was stirred at room temperature overnight. Upon completion of the reaction, water (20 ml) was added and extraction was performed with ethyl acetate (20 ml×3 times). The extracted organic layer was washed with water (100 ml×2 times) and then with saturated brine, dried over anhydrous s... The reactants are C(C)(C)NC(C)C (diisopropylamine), CC1=NCCCC1 (2-methyl-3,4,5,6-tetrahydropyridine), CSC1=NCCC1 (2-methylthio-1-pyrroline), [Li]CCCC (n-BuLi), [Li]CCCC (n-BuLi). The solvent is C1CCOC1 (THF), C1CCOC1 (THF). Conditions: time 30 minute. Product: N1=C(CCC1)C=C1NCCCC1 (2-(1-Pyrrolin-2-ylmethylene)piperidine). As a reaction SMILES: [CH:1]([NH:4][CH:5]([CH3:7])C)([CH3:3])C.[Li]CCCC.[CH3:13][C:14]1[CH2:19][CH2:18][CH2:17][CH2:16][N:15]=1.CSC1CCCN=1>C1COCC1>[N:4]1[CH2:1][CH2:3][CH2:7][C:5]=1[CH:13]=[C:14]1[CH2:19][CH2:18][CH2:17][CH2:16][NH:15]1. Procedure: To a solution of diisopropylamine (6.32 g, 62.52 mmol) in THF (100 mL) was dropwise added n-BuLi (2.89 M, 21.63 mL, 62.52 mmol) at −78° C. under nitrogen. Once all the n-BuLi was added, the temperature was adjusted to −5° C., and the reaction mixture was stirred for 30 min. Then a solution of 2-methyl-3,4,5,6-tetrahydropyridine (3.76 g, 38.70 mmol) in THF (15 mL) was added dropwise to the reaction mixture at −5° C., and then stirred. After 30 min, 2-methylthio-1-pyrroline (3.43 g, 29.77 mmol) wa... The reactants are COC(CC1=CC(=C(C=C1)NC(C)=O)[N+](=O)[O-])=O ((4-acetylamino-3-nitro-phenyl)-acetic acid methyl ester), Cl (hydrochloric acid). Yields the product Cl.NC1=C(C=C(C=C1)CC(=O)O)[N+](=O)[O-] ((4-amino-3-nitro-phenyl)-acetic acid hydrochloride). RXN SMILES: C[O:2][C:3](=[O:18])[CH2:4][C:5]1[CH:10]=[CH:9][C:8]([NH:11]C(=O)C)=[C:7]([N+:15]([O-:17])=[O:16])[CH:6]=1.[ClH:19]>>[ClH:19].[NH2:11][C:8]1[CH:9]=[CH:10][C:5]([CH2:4][C:3]([OH:18])=[O:2])=[CH:6][C:7]=1[N+:15]([O-:17])=[O:16] |f:2.3|. Reported procedure: A solution of (4-acetylamino-3-nitro-phenyl)-acetic acid methyl ester (1.3 g, 5.15 mmol) in 6 N aqueous hydrochloric acid (10 mL) was stirred at reflux for 1.5 h, then concentrated in vacuo to dryness. The residue was triturated with diethyl ether, filtered, washed with diethyl ether, and dried in vacuo to give 978 mg of product as a dark orange-yellow solid. 1H NMR 500 MHz (DMSO) δ 3.49 (s, 2H), 6.98 (d, 1H), 7.30 (dd, 1H), 7.86 (d, 1H); MS (m/z) 197 [M+H+]+. Starting materials: [Li]CCCC, CC1(C)CNC(=O)c2ccccc21, ClCCCBr, C1CCOC1, O. Product: CC1(C)CN(CCCCl)C(=O)c2ccccc21. RXN SMILES: [CH2:1]([Li:2])[CH2:3][CH2:4][CH3:5].[CH3:6][C:7]1([CH3:18])[CH2:8][NH:9][C:10](=[O:17])[c:11]2[cH:12][cH:13][cH:14][cH:15][c:16]21.[Cl:19][CH2:20][CH2:21][CH2:22][Br:23].[O:25]1[CH2:26][CH2:27][CH2:28][CH2:29]1.[OH2:24]>>[CH3:6][C:7]1([CH3:18])[CH2:8][N:9]([CH2:22][CH2:21][CH2:20][Cl:19])[C:10](=[O:17])[c:11]2[cH:12][cH:13][cH:14][cH:15][c:16]21. Starting materials: CCN1CCC(C)(C)c2cc(C(C)C)cc(Br)c21, [Li]CCCC, C1CCOC1, CCCCCC. Yields the product CCCN1CCC(C)(C)c2cc(C(C)C)cc(Br)c21. RXN SMILES: [Br:1][c:2]1[cH:3][c:4]([CH:16]([CH3:17])[CH3:18])[cH:5][c:6]2[c:11]1[N:10]([CH2:12][CH3:13])[CH2:9][CH2:8][C:7]2([CH3:14])[CH3:15].[CH2:19]([Li:20])[CH2:21][CH2:22][CH3:23].[CH2:30]1[O:31][CH2:32][CH2:33][CH2:34]1.[CH3:24][CH2:25][CH2:26][CH2:27][CH2:28][CH3:29]>>[Br:1][c:2]1[cH:3][c:4]([CH:16]([CH3:17])[CH3:18])[cH:5][c:6]2[c:11]1[N:10]([CH2:12][CH2:13][CH3:19])[CH2:9][CH2:8][C:7]2([CH3:14])[CH3:15]. Starting materials: C(C)(C)(C)OC(NC=1C(=NOC1C1=CC=C(C=C1)C1=CC=C(C=C1)C1(CC1)C(=O)NS(=O)(=O)C)C)=O ({5-[4′-(1-Methanesulfonylaminocarbonyl-cyclopropyl)-biphenyl-4-yl]-3-methyl-isoxazol-4-yl}-carbamic acid tert-butyl ester), C(=O)(C(F)(F)F)O (TFA), CCOC(=O)C.C(=O)(O)[O-].[Na+] (EtOAc NaHCO3). Solvent: C(Cl)Cl (CH2Cl2). Product: NC=1C(=NOC1C1=CC=C(C=C1)C1=CC=C(C=C1)C1(CC1)C(=O)NS(=O)(=O)C)C (N-{1-[4′-(4-Amino-3-methyl-isoxazol-5-yl)-biphenyl-4-yl]-cyclopropanecarbonyl}-methanesulfonamide). Reaction SMILES: C(OC(=O)[NH:7][C:8]1[C:9]([CH3:35])=[N:10][O:11][C:12]=1[C:13]1[CH:18]=[CH:17][C:16]([C:19]2[CH:24]=[CH:23][C:22]([C:25]3([C:28]([NH:30][S:31]([CH3:34])(=[O:33])=[O:32])=[O:29])[CH2:27][CH2:26]3)=[CH:21][CH:20]=2)=[CH:15][CH:14]=1)(C)(C)C.C(O)(C(F)(F)F)=O.CCOC(C)=O.C([O-])(O)=O.[Na+]>C(Cl)Cl>[NH2:7][C:8]1[C:9]([CH3:35])=[N:10][O:11][C:12]=1[C:13]1[CH:14]=[CH:15][C:16]([C:19]2[CH:20]=[CH:21][C:22]([C:25]3([C:28]([NH:30][S:31]([CH3:34])(=[O:33])=[O:32])=[O:29])[CH2:27][CH2:26]3)=[CH:23][CH:24]=2)=[CH:17][CH:18]=1 |f:2.3.4|. Procedure details: {5-[4′-(1-Methanesulfonylaminocarbonyl-cyclopropyl)-biphenyl-4-yl]-3-methyl-isoxazol-4-yl}-carbamic acid tert-butyl ester (0.25 g, 0.49 mmol)) in CH2Cl2 (2 mL) and TFA (2 mL) was stirred overnight then poured into EtOAc/NaHCO3 (aq). The organic layer was concentrated to yield the title compound.